Dataset: the Open Reaction Database (ORD), a public repository of structured organic reaction records. Task: describe an organic reaction: reactants, conditions, products, and yield Reactants: C(C)(=O)O[BH-](OC(C)=O)OC(C)=O.[Na+] (sodium triacetoxyborohydride), C(C1=CC=CC=C1)=O (Benzaldehyde), NC=1OC(=NN1)[C@H]1N(CCCC1)S(=O)(=O)C1=CC=C(C=C1)F (2-amino-5-[(2S)-1-[(4-fluorophenyl)sulfonyl]-2-piperidyl]-1,3,4-oxadiazole), C(C)(=O)O (acetic acid). Run in O1CCCC1 (tetrahydrofuran). Run at time 18 hour. Product: C(C1=CC=CC=C1)NC=1OC(=NN1)[C@H]1N(CCCC1)S(=O)(=O)C1=CC=C(C=C1)F (2-benzylamino-5-[(2S)-1-[(4-fluorophenyl)sulfonyl]-2-piperidyl]-1,3,4-oxadiazole). As a reaction SMILES: [CH:1](=O)[C:2]1[CH:7]=[CH:6][CH:5]=[CH:4][CH:3]=1.[NH2:9][C:10]1[O:11][C:12]([C@@H:15]2[CH2:20][CH2:19][CH2:18][CH2:17][N:16]2[S:21]([C:24]2[CH:29]=[CH:28][C:27]([F:30])=[CH:26][CH:25]=2)(=[O:23])=[O:22])=[N:13][N:14]=1.C(O)(=O)C.C(O[BH-](OC(=O)C)OC(=O)C)(=O)C.[Na+]>O1CCCC1>[CH2:1]([NH:9][C:10]1[O:11][C:12]([C@@H:15]2[CH2:20][CH2:19][CH2:18][CH2:17][N:16]2[S:21]([C:24]2[CH:25]=[CH:26][C:27]([F:30])=[CH:28][CH:29]=2)(=[O:22])=[O:23])=[N:13][N:14]=1)[C:2]1[CH:7]=[CH:6][CH:5]=[CH:4][CH:3]=1 |f:3.4|. Reported procedure: Benzaldehyde (101 μl) was added to a solution of 2-amino-5-[(2S)-1-[(4-fluorophenyl)sulfonyl]-2-piperidyl]-1,3,4-oxadiazole (163 mg) [see Example 32] in tetrahydrofuran (2 ml), followed by acetic acid (172 μl) and sodium triacetoxyborohydride (297 mg). The reaction mixture was stirred at room temperature for 18 hours, after which time the solvent was removed under reduced pressure and the residue partitioned between dichloromethane and saturated aqueous sodium hydrogen carbonate solution. The or...